This data is from the Open Reaction Database (ORD), a public repository of structured organic reaction records. The task is: describe an organic reaction: reactants, conditions, products, and yield The reactants are S(=O)(Cl)Cl (Thionyl chloride), C(C1=CC=CC=C1)N(CCO)CC=1N=CNC1C(=O)OC (methyl 4-((benzyl(2-hydroxyethyl)amino)methyl)-1H-imidazole-5-carboxylate). Solvent: C(Cl)Cl (DCM). Conditions: temperature 45 celsius, time 16 hour. Product: C(C1=CC=CC=C1)N(CCCl)CC=1N=CNC1C(=O)OC (Methyl 4-((benzyl(2-chloroethyl)amino)methyl)-1H-imidazole-5-carboxylate). As a reaction SMILES: S(Cl)([Cl:3])=O.[CH2:5]([N:12]([CH2:16][C:17]1[N:18]=[CH:19][NH:20][C:21]=1[C:22]([O:24][CH3:25])=[O:23])[CH2:13][CH2:14]O)[C:6]1[CH:11]=[CH:10][CH:9]=[CH:8][CH:7]=1>C(Cl)Cl>[CH2:5]([N:12]([CH2:16][C:17]1[N:18]=[CH:19][NH:20][C:21]=1[C:22]([O:24][CH3:25])=[O:23])[CH2:13][CH2:14][Cl:3])[C:6]1[CH:11]=[CH:10][CH:9]=[CH:8][CH:7]=1. Procedure: Thionyl chloride (0.5 ml, 4 equiv.) was added to a solution of methyl 4-((benzyl(2-hydroxyethyl)amino)methyl)-1H-imidazole-5-carboxylate (1.7 mmol, 1 equiv.) in DCM (10 ml), and the mixture was stirred for 16 h at 45° C. The reaction mixture was cooled to 25° C. and concentrated in vacuo. The residue was taken up in acetonitrile, the solvent was removed, and the residue was dried for 24 h in vacuo. The desired product was thus obtained in the form of a white solid. This was used in the following... The reactants are C(C1=CC=CC=C1)OC=1C=C(C=C(C1)F)C(CO)(CC)O (2-(3-benzyloxy-5-fluorophenyl)butane-1,2-diol), C(CC)=O (propionaldehyde). The reagents and catalysts are S(O)(O)(=O)=O (sulphuric acid). Yields the product C(C1=CC=CC=C1)OC=1C=C(C=C(C1)F)C1(OC(OC1)CC)CC (4-(3-benzyloxy-5-fluorophenyl)-2,4-diethyl-1,3-dioxolane). RXN SMILES: [CH2:1]([O:8][C:9]1[CH:10]=[C:11]([C:16]([OH:21])([CH2:19][CH3:20])[CH2:17][OH:18])[CH:12]=[C:13]([F:15])[CH:14]=1)[C:2]1[CH:7]=[CH:6][CH:5]=[CH:4][CH:3]=1.[CH:22](=O)[CH2:23][CH3:24]>S(=O)(=O)(O)O>[CH2:1]([O:8][C:9]1[CH:10]=[C:11]([C:16]2([CH2:19][CH3:20])[CH2:17][O:18][CH:22]([CH2:23][CH3:24])[O:21]2)[CH:12]=[C:13]([F:15])[CH:14]=1)[C:2]1[CH:3]=[CH:4][CH:5]=[CH:6][CH:7]=1. Procedure details: Using the procedures described in the last two paragraphs of the portion of Example 1 which is concerned with the preparation of starting materials, 2-(3-benzyloxy-5-fluorophenyl)butane-1,2-diol (1.02 g) was reacted with propionaldehyde (6 ml) in the presence of concentrated sulphuric acid (1 drop) to give 4-(3-benzyloxy-5-fluorophenyl)-2,4-diethyl-1,3-dioxolane, as an oil and as a mixture of diastereoisomers, and this product was hydrogenolysed to give the required starting material (0.5 g, 60%... Starting materials: COC(CC(CCN1C2=C([C@H](CCC1)N(C=1N=NN(N1)C)CC1=CC(=CC(=C1)C(F)(F)F)C(F)(F)F)C=C(C(=C2C)C(F)(F)F)C)(C)C)=O ((S)-5-{5-[(3,5-Bis-trifluoromethyl-benzyl)-(2-methyl-2H-tetrazol-5-yl)-amino]-7,9-dimethyl-8-trifluoromethyl-2,3,4,5-tetrahydro-benzo[b]azepin-1-yl}-3,3-dimethyl-pentanoic acid methyl ester). Run in [OH-].[Na+] (NaOH), CO (methanol). Yields the product FC(C=1C=C(CN([C@@H]2C3=C(N(CCC2)CCC(CC(=O)O)(C)C)C(=C(C(=C3)C)C(F)(F)F)C)C=3N=NN(N3)C)C=C(C1)C(F)(F)F)(F)F ((S)-5-{5-[(3,5-Bis-trifluoromethyl-benzyl)-(2-methyl-2H-tetrazol-5-yl)-amino]-7,9-dimethyl-8-trifluoromethyl-2,3,4,5-tetrahydro-benzo[b]azepin-1-yl}-3,3-dimethyl-pentanoic acid). Isolated yield 88.6%. Reaction SMILES: C[O:2][C:3](=[O:49])[CH2:4][C:5]([CH3:48])([CH3:47])[CH2:6][CH2:7][N:8]1[CH2:14][CH2:13][CH2:12][C@H:11]([N:15]([CH2:22][C:23]2[CH:28]=[C:27]([C:29]([F:32])([F:31])[F:30])[CH:26]=[C:25]([C:33]([F:36])([F:35])[F:34])[CH:24]=2)[C:16]2[N:17]=[N:18][N:19]([CH3:21])[N:20]=2)[C:10]2[CH:37]=[C:38]([CH3:46])[C:39]([C:42]([F:45])([F:44])[F:43])=[C:40]([CH3:41])[C:9]1=2>[OH-].[Na+].CO>[F:31][C:29]([F:30])([F:32])[C:27]1[CH:28]=[C:23]([CH:24]=[C:25]([C:33]([F:36])([F:35])[F:34])[CH:26]=1)[CH2:22][N:15]([C:16]1[N:17]=[N:18][N:19]([CH3:21])[N:20]=1)[C@H:11]1[CH2:12][CH2:13][CH2:14][N:8]([CH2:7][CH2:6][C:5]([CH3:47])([CH3:48])[CH2:4][C:3]([OH:49])=[O:2])[C:9]2[C:40]([CH3:41])=[C:39]([C:42]([F:43])([F:44])[F:45])[C:38]([CH3:46])=[CH:37][C:10]1=2 |f:1.2|. Procedure details: Heat the mixture of (S)-5-{5-[(3,5-Bis-trifluoromethyl-benzyl)-(2-methyl-2H-tetrazol-5-yl)-amino]-7,9-dimethyl-8-trifluoromethyl-2,3,4,5-tetrahydro-benzo[b]azepin-1-yl}-3,3-dimethyl-pentanoic acid methyl ester (0.120 g, 0.169 mmol) in 5.0 N NaOH (1 mL) and methanol (5 mL) under reflux for 2 h. Evaporate the solvents and re-dissolve in water (10 mL). Adjust to pH=4 by adding 4.0 N HCl. Extract with ethyl acetate (2×10 mL). Combine the organic layers, dry over anhydrous sodium sulfate and filter. ... Reactants: CC(=O)O, CCOC(C)=O, CC1CCCC(C2(O)CNC2)N1Cc1ccccc1, Cl. The product is CC1CCCC(C2(O)CNC2)N1. Reaction SMILES: [CH3:21][C:22](=[O:23])[OH:24].[CH3:25][CH2:26][O:27][C:28](=[O:29])[CH3:30].[CH3:2][CH:3]1[CH2:4][CH2:5][CH2:6][CH:7]([C:16]2([OH:20])[CH2:17][NH:18][CH2:19]2)[N:8]1[CH2:9][c:10]1[cH:11][cH:12][cH:13][cH:14][cH:15]1.[ClH:1]>>[CH3:2][CH:3]1[CH2:4][CH2:5][CH2:6][CH:7]([C:16]2([OH:20])[CH2:17][NH:18][CH2:19]2)[NH:8]1. Starting materials: ClC1=NC2=CC=CC(=C2C=C1)NS(=O)(=O)C1=CC(=C(C(=C1)F)F)F (N-(2-Chloro-quinolin-5-yl)-3,4,5-trifluoro-benzenesulfonamide), O1CC(C2=C1C=CC=C2)N (rac-2,3-Dihydro-benzofuran-3-ylamine), sodium tert.-butylate, 1,1′-bis(diphenylphosphin)ferrocen, 1,1′-bis(diphenylphosphin)ferrocen-palladium(II) chloride. Solvent: O1CCOCC1 (dioxane). Conditions: temperature 120 celsius, time 6 hour. The product is O1CC(C2=C1C=CC=C2)NC2=NC1=CC=CC(=C1C=C2)NS(=O)(=O)C2=CC(=C(C(=C2)F)F)F (rac-N-[2-(2,3-Dihydro-benzofuran-3-ylamino)-quinolin-5-yl]-3,4,5-trifluoro-benzenesulfonamide), foam. Isolated yield 53.0%. As a reaction SMILES: Cl[C:2]1[CH:11]=[CH:10][C:9]2[C:4](=[CH:5][CH:6]=[CH:7][C:8]=2[NH:12][S:13]([C:16]2[CH:21]=[C:20]([F:22])[C:19]([F:23])=[C:18]([F:24])[CH:17]=2)(=[O:15])=[O:14])[N:3]=1.[O:25]1[C:29]2[CH:30]=[CH:31][CH:32]=[CH:33][C:28]=2[CH:27]([NH2:34])[CH2:26]1>O1CCOCC1>[O:25]1[C:29]2[CH:30]=[CH:31][CH:32]=[CH:33][C:28]=2[CH:27]([NH:34][C:2]2[CH:11]=[CH:10][C:9]3[C:4](=[CH:5][CH:6]=[CH:7][C:8]=3[NH:12][S:13]([C:16]3[CH:21]=[C:20]([F:22])[C:19]([F:23])=[C:18]([F:24])[CH:17]=3)(=[O:15])=[O:14])[N:3]=2)[CH2:26]1. Reported procedure: N-(2-Chloro-quinolin-5-yl)-3,4,5-trifluoro-benzenesulfonamide (150 mg, 0.402 mmol) was dissolved in 5 mL dioxane. Argon was bubbled through the solution for 2 minutes to remove oxygen. rac-2,3-Dihydro-benzofuran-3-ylamine (CAS 109926-35-4, 82 mg, 0.607 mmol), sodium tert.-butylate (97 mg, 1.01 mmol), 1,1′-bis(diphenylphosphin)ferrocen (33 mg, 0.06 mmol) and 1,1′-bis(diphenylphosphin)ferrocen-palladium(II) chloride (16 mg, 0.02 mmol) were added. The reaction mixture was stirred in a sealed tube a... Starting materials: CO, COC(=O)C1(c2cccc(Br)c2)CCOCC1, [Li+], [OH-], O, O. The product is O=C(O)C1(c2cccc(Br)c2)CCOCC1. Reaction SMILES: [CH3:21][OH:22].[CH3:3][O:4][C:5](=[O:6])[C:7]1([c:13]2[cH:14][c:15]([Br:19])[cH:16][cH:17][cH:18]2)[CH2:8][CH2:9][O:10][CH2:11][CH2:12]1.[Li+:1].[OH-:2].[OH2:20].[OH2:23]>>[O:4]=[C:5]([OH:6])[C:7]1([c:13]2[cH:14][c:15]([Br:19])[cH:16][cH:17][cH:18]2)[CH2:8][CH2:9][O:10][CH2:11][CH2:12]1. The reactants are CCO, CC(=O)c1c(OCC=C(C)C)ccc2c(C)cc(=O)oc12, O=Cc1ccccc1, [K+], [OH-], O. The product is CC(C)=CCOc1ccc2c(C)cc(=O)oc2c1C(=O)C=Cc1ccccc1. As a reaction SMILES: [CH3:32][CH2:33][OH:34].[CH3:3][c:4]1[cH:5][c:6](=[O:23])[o:7][c:8]2[c:9]([C:20]([CH3:21])=[O:22])[c:10]([O:14][CH2:15][CH:16]=[C:17]([CH3:18])[CH3:19])[cH:11][cH:12][c:13]12.[CH:24](=[O:25])[c:26]1[cH:27][cH:28][cH:29][cH:30][cH:31]1.[K+:2].[OH-:1].[OH2:35]>>[CH3:3][c:4]1[cH:5][c:6](=[O:23])[o:7][c:8]2[c:9]([C:20]([CH:21]=[CH:24][c:26]3[cH:27][cH:28][cH:29][cH:30][cH:31]3)=[O:22])[c:10]([O:14][CH2:15][CH:16]=[C:17]([CH3:18])[CH3:19])[cH:11][cH:12][c:13]12. Reactants: N1=CC=CC2=C3OC(CCC3=CC=C12)CO ((7,8-Dihydro-6H-5-oxa-1-aza-phenanthren-6-yl)-methanol), C(C)(C)N(C(C)C)CC (N,N-diisopropylethylamine), N,N-dimethyaminopyridine, C1(=CC=C(C=C1)S(=O)(=O)Cl)C (p-toluenesulfonyl chloride). The solvent is C(Cl)Cl (methylene chloride). Run at time 5 day. Yields the product N1=CC=CC2=C3OC(CCC3=CC=C12)COS(=O)(=O)C1=CC=C(C=C1)C (Toluene-4-sulfonic Acid 7,8-dihydro-6H-5-oxa-1-aza-phenanthren-6-ylmethyl ester). The yield is 45.8%. Reaction SMILES: [N:1]1[C:14]2[C:5](=[C:6]3[C:11](=[CH:12][CH:13]=2)[CH2:10][CH2:9][CH:8]([CH2:15][OH:16])[O:7]3)[CH:4]=[CH:3][CH:2]=1.[C:17]1([CH3:27])[CH:22]=[CH:21][C:20]([S:23](Cl)(=[O:25])=[O:24])=[CH:19][CH:18]=1.C(N(CC)C(C)C)(C)C>C(Cl)Cl>[N:1]1[C:14]2[C:5](=[C:6]3[C:11](=[CH:12][CH:13]=2)[CH2:10][CH2:9][CH:8]([CH2:15][O:16][S:23]([C:20]2[CH:21]=[CH:22][C:17]([CH3:27])=[CH:18][CH:19]=2)(=[O:25])=[O:24])[O:7]3)[CH:4]=[CH:3][CH:2]=1. Procedure: (7,8-Dihydro-6H-5-oxa-1-aza-phenanthren-6-yl)-methanol (0.27 g, 1.3 mmole) was dissolved in 75 mL of methylene chloride and p-toluenesulfonyl chloride (0.60 g, 3.1 mmole) added. The mixture was placed in an ice/isopropanol bath and first N,N-diisopropylethylamine (0.55 mL, 3.1 mmole) and then N,N-dimethyaminopyridine added. The mixture was allowed to stir under nitrogen for 5 days. It was washed with 150 mL portions of 2 N aqueous HCl, saturated aqueous sodium bicarbonate and saturated brine, dr...